This data is from the Open Reaction Database (ORD), a public repository of structured organic reaction records. The task is: describe an organic reaction: reactants, conditions, products, and yield Reactants: O=[N+]([O-])c1cc(Br)cnc1NCC1CCOCC1, CO, C1CCOC1, [Pt]. Product: Nc1cc(Br)cnc1NCC1CCOCC1. RXN SMILES: [Br:1][c:2]1[cH:3][c:4]([N+:16]([O-:17])=[O:18])[c:5]([NH:8][CH2:9][CH:10]2[CH2:11][CH2:12][O:13][CH2:14][CH2:15]2)[n:6][cH:7]1.[CH3:19][OH:20].[O:21]1[CH2:22][CH2:23][CH2:24][CH2:25]1.[Pt:26]>>[Br:1][c:2]1[cH:3][c:4]([NH2:16])[c:5]([NH:8][CH2:9][CH:10]2[CH2:11][CH2:12][O:13][CH2:14][CH2:15]2)[n:6][cH:7]1.